From a dataset of the Open Reaction Database (ORD), a public repository of structured organic reaction records. describe an organic reaction: reactants, conditions, products, and yield Reactants: Ice water, [H-].[Na+] (Sodium hydride), C(C1=CC=CC=C1)OC1=CC=C(CN2N=C(C(=C2)C=O)C2=CC=C(C=C2)F)C=C1 (1-(4-benzyloxybenzyl)-3-(4-fluorophenyl)-1H-pyrazole-4-carbaldehyde), C(C)OP(=O)(OCC)CC(=O)OCC (ethyl diethylphosphonoacetate). Run in CN(C=O)C (N,N-dimethylformamide). Reaction conditions: time 2 hour. Product: C(C1=CC=CC=C1)OC1=CC=C(CN2N=C(C(=C2)/C=C/C(=O)OCC)C2=CC=C(C=C2)F)C=C1 (ethyl (E)-3-[1-(4-benzyloxybenzyl)-3-(4-fluorophenyl)-1H-pyrazol-4-yl]propenoate). The yield is 93.0%. Reaction SMILES: [H-].[Na+].[CH2:3]([O:10][C:11]1[CH:31]=[CH:30][C:14]([CH2:15][N:16]2[CH:20]=[C:19]([CH:21]=O)[C:18]([C:23]3[CH:28]=[CH:27][C:26]([F:29])=[CH:25][CH:24]=3)=[N:17]2)=[CH:13][CH:12]=1)[C:4]1[CH:9]=[CH:8][CH:7]=[CH:6][CH:5]=1.C(OP([CH2:40][C:41]([O:43][CH2:44][CH3:45])=[O:42])(OCC)=O)C>CN(C)C=O>[CH2:3]([O:10][C:11]1[CH:12]=[CH:13][C:14]([CH2:15][N:16]2[CH:20]=[C:19](/[CH:21]=[CH:40]/[C:41]([O:43][CH2:44][CH3:45])=[O:42])[C:18]([C:23]3[CH:28]=[CH:27][C:26]([F:29])=[CH:25][CH:24]=3)=[N:17]2)=[CH:30][CH:31]=1)[C:4]1[CH:5]=[CH:6][CH:7]=[CH:8][CH:9]=1 |f:0.1|. Procedure: Sodium hydride (60%, oily, 1.10 g) was added to a solution of 1-(4-benzyloxybenzyl)-3-(4-fluorophenyl)-1H-pyrazole-4-carbaldehyde (9.66 g) and ethyl diethylphosphonoacetate (5.46 ml) in N,N-dimethylformamide (150 ml) at 0° C., and the mixture was stirred at room temperature for 2 hours. Ice water was poured into the reaction mixture, and the resulting crystals were collected by filtration. After drying, recrystallization from ethyl acetate-hexane gave ethyl (E)-3-[1-(4-benzyloxybenzyl)-3-(4-fluo... Starting materials: C1(=CC=CC=C1)N=C=S (phenyl isothiocyanate), [C-]#N.[K+] (potassium cyanide), C (charcoal). The solvent is C(C)O (ethanol), O (water), O (water). Product: C1(=CC=CC=C1)N(C=S)C#N (N-phenyl cyanothioformamide). Yield: 78.9%. As a reaction SMILES: [C:1]1([N:7]=[C:8]=[S:9])[CH:6]=[CH:5][CH:4]=[CH:3][CH:2]=1.[C-:10]#[N:11].[K+].C>C(O)C.O>[C:1]1([N:7]([C:10]#[N:11])[CH:8]=[S:9])[CH:6]=[CH:5][CH:4]=[CH:3][CH:2]=1 |f:1.2|. Procedure details: A solution of 13.5 g (0.1 mol) phenyl isothiocyanate and 6.5 g (0.1 mol) potassium cyanide in 100 ml ethanol and 40 ml water was stirred at about 25° C. for 1 hour. The solution was then diluted with water, slurried with charcoal and filtered. The filtrate was acidified with concentrated hydrochloric acid. An oil was separated on acidification. The oil solidified on standing and the resulting solid was filtered. The solid was then recrystallized from benzene/hexane to give 12.8 g N-phenyl cyanot... Reactants: O1C(CCCC1)N1N=CC=C1B1OC(C(O1)(C)C)(C)C (1-(Tetrahydro-2H-pyran-2-yl)-5-(4,4,5,5-tetramethyl-1,3,2-dioxaborolan-2-yl)-1H-pyrazole), PdCl2(dppf)-(CH2Cl2), N[C@H]1CN(C[C@@H]1O)C1=C(C=C(C(=O)NC2=CC=C(C=C2)OC(F)(F)Cl)C=C1)Br (4-((3S,4S)-3-amino-4-hydroxypyrrolidin-1-yl)-3-bromo-N-(4-(chlorodifluoromethoxy)phenyl)benzamide), C(=O)([O-])[O-].[Na+].[Na+] (Na2CO3), C(=O)(C(F)(F)F)O (TFA). Reported procedure: 1-(Tetrahydro-2H-pyran-2-yl)-5-(4,4,5,5-tetramethyl-1,3,2-dioxaborolan-2-yl)-1H-pyrazole (82 mg, 0.288 mmol) and PdCl2(dppf)-(CH2Cl2) (10.07 mg, 12 μmol) were added to a mixture of 4-((3S,4S)-3-amino-4-hydroxypyrrolidin-1-yl)-3-bromo-N-(4-(chlorodifluoromethoxy)phenyl)benzamide (Stage 76.1, 100 mg, 0.206 mmol), Na2CO3 (0.308 mL, 0.617 mmol) in DME (2 mL) under argon atmosphere and the RM was heated at 80° C. for 4 h. The RM was filtered through Hyflo® and the solvent was evaporated off under red... Reaction conditions: temperature 80 celsius, time 3 hour. Product: N[C@H]1CN(C[C@@H]1O)C1=C(C=C(C(=O)NC2=CC=C(C=C2)OC(F)(F)Cl)C=C1)C1=CC=NN1 (4-((3S,4S)-3-Amino-4-hydroxypyrrolidin-1-yl)-N-(4-(chlorodifluoromethoxy)phenyl)-3-(1H-pyrazol-5-yl)benzamide). As a reaction SMILES: O1CCCCC1[N:7]1[C:11](B2OC(C)(C)C(C)(C)O2)=[CH:10][CH:9]=[N:8]1.[NH2:21][C@@H:22]1[C@@H:26]([OH:27])[CH2:25][N:24]([C:28]2[CH:47]=[CH:46][C:31]([C:32]([NH:34][C:35]3[CH:40]=[CH:39][C:38]([O:41][C:42]([Cl:45])([F:44])[F:43])=[CH:37][CH:36]=3)=[O:33])=[CH:30][C:29]=2Br)[CH2:23]1.C([O-])([O-])=O.[Na+].[Na+].C(O)(C(F)(F)F)=O>COCCOC>[NH2:21][C@@H:22]1[C@@H:26]([OH:27])[CH2:25][N:24]([C:28]2[CH:29]=[CH:30][C:31]([C:32]([NH:34][C:35]3[CH:36]=[CH:37][C:38]([O:41][C:42]([Cl:45])([F:43])[F:44])=[CH:39][CH:40]=3)=[O:33])=[CH:46][C:47]=2[C:11]2[NH:7][N:8]=[CH:9][CH:10]=2)[CH2:23]1 |f:2.3.4|. The solvent is COCCOC (DME). Reactants: COC(=O)c1cccc2[nH]c3c(c12)C(=O)CCC3, CCOC(C)=O, FC(F)(F)c1ccccc1CBr, CN(C)C=O. Product: COC(=O)c1cccc2c1c1c(n2Cc2ccccc2C(F)(F)F)CCCC1=O. Reaction SMILES: [C:1](=[O:2])([O:3][CH3:4])[c:5]1[c:6]2[c:7]3[c:12]([nH:13][c:14]2[cH:15][cH:16][cH:17]1)[CH2:11][CH2:10][CH2:9][C:8]3=[O:18].[CH3:36][CH2:37][O:38][C:39](=[O:40])[CH3:41].[F:19][C:20]([c:21]1[c:22]([CH2:23][Br:24])[cH:25][cH:26][cH:27][cH:28]1)([F:29])[F:30].[O:31]=[CH:32][N:33]([CH3:34])[CH3:35]>>[C:1](=[O:2])([O:3][CH3:4])[c:5]1[c:6]2[c:7]3[c:12]([n:13]([CH2:23][c:22]4[c:21]([C:20]([F:19])([F:29])[F:30])[cH:28][cH:27][cH:26][cH:25]4)[c:14]2[cH:15][cH:16][cH:17]1)[CH2:11][CH2:10][CH2:9][C:8]3=[O:18].